This data is from the Open Reaction Database (ORD), a public repository of structured organic reaction records. The task is: describe an organic reaction: reactants, conditions, products, and yield Starting materials: CN(C)C=O, O=[N+]([O-])c1ccc(F)cc1, [H-], [Na+], OC1CCCCC1. The product is O=[N+]([O-])c1ccc(OC2CCCCC2)cc1. RXN SMILES: [CH3:20][N:21]([CH3:22])[CH:23]=[O:24].[F:10][c:11]1[cH:12][cH:13][c:14]([N+:17](=[O:18])[O-:19])[cH:15][cH:16]1.[H-:8].[Na+:9].[OH:1][CH:2]1[CH2:3][CH2:4][CH2:5][CH2:6][CH2:7]1>>[O:1]([CH:2]1[CH2:3][CH2:4][CH2:5][CH2:6][CH2:7]1)[c:11]1[cH:12][cH:13][c:14]([N+:17](=[O:18])[O-:19])[cH:15][cH:16]1.